From a dataset of the Open Reaction Database (ORD), a public repository of structured organic reaction records. describe an organic reaction: reactants, conditions, products, and yield Reactants: O=Cc1ccc(Br)cc1, [Mg+2], O=S(=O)([O-])[O-], CC(N)Cc1ccccc1, c1ccccc1. Yields the product CC(Cc1ccccc1)N=Cc1ccc(Br)cc1. Reaction SMILES: [Br:11][c:12]1[cH:13][cH:14][c:15]([CH:16]=[O:17])[cH:18][cH:19]1.[Mg+2:20].[O-:21][S:22]([O-:23])(=[O:24])=[O:25].[c:1]1([CH2:7][CH:8]([CH3:9])[NH2:10])[cH:2][cH:3][cH:4][cH:5][cH:6]1.[cH:26]1[cH:27][cH:28][cH:29][cH:30][cH:31]1>>[c:1]1([CH2:7][CH:8]([CH3:9])[N:10]=[CH:16][c:15]2[cH:14][cH:13][c:12]([Br:11])[cH:19][cH:18]2)[cH:2][cH:3][cH:4][cH:5][cH:6]1. The reactants are CSC1=NC2=C(N1)C=C1C=CC=CC1=C2 (2-methylthio-1H-naphth[2,3-d]imidazole), SCC1=NC=CC=C1 (2-mercaptomethylpyridine), O (water). Run in C(C)O (ethanol). Yields the product N1=C(C=CC=C1)CSC1=NC2=C(N1)C=C1C=CC=CC1=C2 (2-[(2-pyridylmethyl)thio]-1H-naphth[2,3-d]imidazole). Yield: 81.7%. RXN SMILES: [CH3:1][S:2][C:3]1[NH:7][C:6]2[CH:8]=[C:9]3[C:14](=[CH:15][C:5]=2[N:4]=1)[CH:13]=[CH:12][CH:11]=[CH:10]3.SC[C:18]1[CH:23]=[CH:22][CH:21]=[CH:20][N:19]=1.O>C(O)C>[N:19]1[CH:20]=[CH:21][CH:22]=[CH:23][C:18]=1[CH2:1][S:2][C:3]1[NH:4][C:5]2[CH:15]=[C:14]3[C:9](=[CH:8][C:6]=2[N:7]=1)[CH:10]=[CH:11][CH:12]=[CH:13]3. Reported procedure: 0.45 g of 2-methylthio-1H-naphth[2,3-d]imidazole and 0.65 g of 2-mercaptomethylpyridine were heated for 40 hours under reflux in 10 ml of ethanol. 10 ml of water were added to the homogeneous solution and the precipitate formed was filtered off. 0.50 g of 2-[(2-pyridylmethyl)thio]-1H-naphth[2,3-d]imidazole having a m.p. of 170° was obtained. Reaction SMILES: [Cl:1][C:2]1[C:15]([N:16]=[C:17]=S)=[C:14]([Cl:19])[CH:13]=[CH:12][C:3]=1[CH2:4][NH:5][C:6](=[O:11])[C:7]([CH3:10])([CH3:9])[CH3:8].[Cl:20][C:21]1[C:27]([N:28]2[CH2:33][CH2:32][CH:31]([C:34]([F:37])([F:36])[F:35])[CH2:30][CH2:29]2)=[CH:26][C:24]([NH2:25])=[C:23]([NH:38]C)[CH:22]=1.[CH3:40]C(C)N=C=NC(C)C>CN(C=O)C>[Cl:1][C:2]1[C:15]([NH:16][C:17]2[N:25]([CH3:40])[C:24]3[CH:26]=[C:27]([N:28]4[CH2:33][CH2:32][CH:31]([C:34]([F:37])([F:36])[F:35])[CH2:30][CH2:29]4)[C:21]([Cl:20])=[CH:22][C:23]=3[N:38]=2)=[C:14]([Cl:19])[CH:13]=[CH:12][C:3]=1[CH2:4][NH:5][C:6](=[O:11])[C:7]([CH3:10])([CH3:9])[CH3:8]. Procedure: N-(2,4-Dichloro-3-isothiocyanato-benzyl)-2,2-dimethyl-propionamide (120 mg, 0.4 mmol) was added to (4-chloro-2-methylamino-5-(4-trifluoromethyl-piperidin-1-yl)aniline (110 mg, 0.4 mmol) in DMF (2 mL). After 3 h at rt DIC (74 μL, 0.5 mmol) was added to the reaction mixture and it was stirred at 80° C. for 5.5 h. Additional DIC (40 μL, 0.3 mmol) was added and stirring was continued at 100° C. overnight. The reaction mixture was concentrated and the crude was purified by chromatography to give the ... Run in CN(C)C=O (DMF). Conditions: temperature 80 celsius, time 5.5 hour. Yields the product ClC1=C(CNC(C(C)(C)C)=O)C=CC(=C1NC1=NC2=C(N1C)C=C(C(=C2)Cl)N2CCC(CC2)C(F)(F)F)Cl (N-{2,4-Dichloro-3-[5-chloro-1-methyl-6-(4-trifluoromethyl-piperidin-1-yl)-1H-benzimidazol-2-ylamino]-benzyl}-2,2-dimethyl-propionamide). Reactants: CC(N=C=NC(C)C)C (DIC), ClC1=C(CNC(C(C)(C)C)=O)C=CC(=C1N=C=S)Cl (N-(2,4-Dichloro-3-isothiocyanato-benzyl)-2,2-dimethyl-propionamide), ClC1=CC(=C(N)C=C1N1CCC(CC1)C(F)(F)F)NC (4-chloro-2-methylamino-5-(4-trifluoromethyl-piperidin-1-yl)aniline), CC(N=C=NC(C)C)C (DIC). The reactants are CCCCCCCCCCCCCCOc1ccc(CC(=O)Cl)cc1, Cc1nccn1-c1ccc(N)cc1, C1CCOC1, c1ccncc1. Product: CCCCCCCCCCCCCCOc1ccc(CC(=O)Nc2ccc(-n3ccnc3C)cc2)cc1. Reaction SMILES: [CH2:1]([CH2:2][CH2:3][CH2:4][CH2:5][CH2:6][CH2:7][CH2:8][CH2:9][CH2:10][CH2:11][CH2:12][CH2:13][CH3:14])[O:15][c:16]1[cH:17][cH:18][c:19]([CH2:22][C:23](=[O:24])[Cl:25])[cH:20][cH:21]1.[CH3:32][c:33]1[n:34](-[c:38]2[cH:39][cH:40][c:41]([NH2:44])[cH:42][cH:43]2)[cH:35][cH:36][n:37]1.[O:45]1[CH2:46][CH2:47][CH2:48][CH2:49]1.[cH:26]1[cH:27][cH:28][n:29][cH:30][cH:31]1>>[CH2:1]([CH2:2][CH2:3][CH2:4][CH2:5][CH2:6][CH2:7][CH2:8][CH2:9][CH2:10][CH2:11][CH2:12][CH2:13][CH3:14])[O:15][c:16]1[cH:17][cH:18][c:19]([CH2:22][C:23](=[O:24])[NH:44][c:41]2[cH:40][cH:39][c:38](-[n:34]3[c:33]([CH3:32])[n:37][cH:36][cH:35]3)[cH:43][cH:42]2)[cH:20][cH:21]1.